Dataset: the Open Reaction Database (ORD), a public repository of structured organic reaction records. Task: describe an organic reaction: reactants, conditions, products, and yield Procedure: A mixture of ethyl 5-bromo-6-methoxy-1H-indole-2-carboxylate obtained in step 1 (300 mg; 1.01 mmol) and cuprous cyanide (108 mg; 1.21 mmol) in NMP (10 mL) was heated under microwave irradiations at 200° C. for 30 minutes. The dark solution was filtered through a short pad of silica, which was washed with DCM. The obtained dark red solution was concentrated in vacuo and the oily residue was precipitated in water. The solid was collected by filtration, washed thoroughly with water and dried under ... As a reaction SMILES: Br[C:2]1[CH:3]=[C:4]2[C:8](=[CH:9][C:10]=1[O:11][CH3:12])[NH:7][C:6]([C:13]([O:15][CH2:16][CH3:17])=[O:14])=[CH:5]2.[CH3:18][N:19]1C(=O)CCC1>>[C:18]([C:2]1[CH:3]=[C:4]2[C:8](=[CH:9][C:10]=1[O:11][CH3:12])[NH:7][C:6]([C:13]([O:15][CH2:16][CH3:17])=[O:14])=[CH:5]2)#[N:19]. The reactants are BrC=1C=C2C=C(NC2=CC1OC)C(=O)OCC (ethyl 5-bromo-6-methoxy-1H-indole-2-carboxylate), cuprous cyanide, CN1CCCC1=O (NMP). Yields the product C(#N)C=1C=C2C=C(NC2=CC1OC)C(=O)OCC (ethyl 5-cyano-6-methoxy-1H-indole-2-carboxylate). Conditions: temperature 200 celsius. Starting materials: ( 6 ), CI (methyl iodide), N-sodium hydroxide, O (water), CNC=1C=CC(=NC1)C(=O)N[C@@H](CCC(=O)OCC)C(=O)OCC (Diethyl N-[5-(methylamino)picolinoyl]-L-glutamate), C(C)(C)(C)OC(=O)N(C)C=1C=CC(=NC1)C(=O)OC (methyl 5-(N-tert-butoxycarbonyl-N-methylamino)picolinate). Solvent: C(C)O (ethanol). Yields the product C(C)(C)(C)OC(=O)N(C)C=1C=CC(=NC1)C(=O)O (5-(N-tert-butoxycarbonyl-N-methylamino)picolinic acid). Reaction SMILES: CNC1C=CC(C(N[C@H](C(OCC)=O)CCC(OCC)=O)=O)=NC=1.[C:25]([O:29][C:30]([N:32]([C:34]1[CH:35]=[CH:36][C:37]([C:40]([O:42]C)=[O:41])=[N:38][CH:39]=1)[CH3:33])=[O:31])([CH3:28])([CH3:27])[CH3:26].CI.O>C(O)C>[C:25]([O:29][C:30]([N:32]([C:34]1[CH:35]=[CH:36][C:37]([C:40]([OH:42])=[O:41])=[N:38][CH:39]=1)[CH3:33])=[O:31])([CH3:28])([CH3:26])[CH3:27]. Reported procedure: Note (6): Diethyl N-[5-(methylamino)picolinoyl]-L-glutamate used as starting material was prepared as follows:-A mixture of methyl 5-(N-tert-butoxycarbonyl-N-methylamino)picolinate (prepared using the method described in the Journal of Medicinal Chemistry, 1980, 23, 1405 except that methyl iodide was used in place of 3-trifluoromethylbenzyl chloride; 1.13 g), aqueous N-sodium hydroxide solution (8.5 ml), water (21 ml) and ethanol (15 ml) was stirred at laboratory temperature for 16 hours. The mi... Reactants: CN1C2=NC(=NC(=C2N=C1CC1CCNCC1)N1CCOCC1)N1C(=NC2=C1C=CC=C2)C (4-(9-methyl-2-(2-methyl-1H-benzo[d]imidazol-1-yl)-8-(piperidin-4-ylmethyl)-9H-purin-6-yl)morpholine), CC1(C)CO1 (isobutylene oxide). The product is CC(CN1CCC(CC1)CC=1N(C2=NC(=NC(=C2N1)N1CCOCC1)N1C(=NC2=C1C=CC=C2)C)C)(C)O (2-methyl-1-(4-((9-methyl-2-(2-methyl-1H-benzo[d]imidazol-1-yl)-6-morpholino-9H-purin-8-yl)methyl)piperidin-1-yl)propan-2-ol). Reaction SMILES: [CH3:1][N:2]1[C:10]([CH2:11][CH:12]2[CH2:17][CH2:16][NH:15][CH2:14][CH2:13]2)=[N:9][C:8]2[C:3]1=[N:4][C:5]([N:24]1[C:28]3[CH:29]=[CH:30][CH:31]=[CH:32][C:27]=3[N:26]=[C:25]1[CH3:33])=[N:6][C:7]=2[N:18]1[CH2:23][CH2:22][O:21][CH2:20][CH2:19]1.[CH3:34][C:35]1([O:38][CH2:37]1)[CH3:36]>>[CH3:34][C:35]([OH:38])([CH3:37])[CH2:36][N:15]1[CH2:16][CH2:17][CH:12]([CH2:11][C:10]2[N:2]([CH3:1])[C:3]3[C:8]([N:9]=2)=[C:7]([N:18]2[CH2:19][CH2:20][O:21][CH2:22][CH2:23]2)[N:6]=[C:5]([N:24]2[C:28]4[CH:29]=[CH:30][CH:31]=[CH:32][C:27]=4[N:26]=[C:25]2[CH3:33])[N:4]=3)[CH2:13][CH2:14]1. Reported procedure: Following General Procedure C, 4-(9-methyl-2-(2-methyl-1H-benzo[d]imidazol-1-yl)-8-(piperidin-4-ylmethyl)-9H-purin-6-yl)morpholine and isobutylene oxide were reacted to give 542. LCMS m/z: 519.3 (MH+)